Task: describe an organic reaction: reactants, conditions, products, and yield. Dataset: the Open Reaction Database (ORD), a public repository of structured organic reaction records Reaction SMILES: [N+:1]([C:4]1[CH:5]=[CH:6][C:7]([NH2:10])=[N:8][CH:9]=1)([O-:3])=[O:2].[N-:11]=[N+:12]=[N-:13].[Na+].[CH3:15]OC(OC)OC>C(O)(=O)C>[N+:1]([C:4]1[CH:5]=[CH:6][C:7]([N:10]2[CH:15]=[N:13][N:12]=[N:11]2)=[N:8][CH:9]=1)([O-:3])=[O:2] |f:1.2|. The reactants are [N+](=O)([O-])C=1C=CC(=NC1)N (5-nitropyridin-2-amine), [N-]=[N+]=[N-].[Na+] (sodium azide), COC(OC)OC (trimethylorthoformate). The product is [N+](=O)([O-])C=1C=CC(=NC1)N1N=NN=C1 (5-nitro-2-(1H-tetrazol-1-yl)pyridine). The solvent is C(C)(=O)O (acetic acid). Procedure: The title compound was synthesized using 5-nitropyridin-2-amine (1 g, 6.97 mmol), sodium azide (0.68 g, 10.5 mmol), trimethylorthoformate (1.2 g, 11.2 mmol) and acetic acid (14 mL) and stirred at room temperature over night. The reaction was heated to 120° C. reflux for 7 hours. The reaction was cooled down to room temperature, concentrated to take off acetic acid. Ice water (50 mL) was added, extracted with ethyl acetate (50 mL), second wash with sodium hydroxide (1N, 20 mL). The organic phase ... Reactants: ClC1=CC=C(C=C1)[C@@H]1NC(N[C@@H]1C1=CC=C(C=C1)Cl)=S (cis-4,5-bis-(4-Chlorophenyl)imidazolidine-2-thione), CI (methyl iodide). Solvent: CCO (EtOH). The product is I.ClC1=CC=C(C=C1)[C@@H]1N=C(N[C@@H]1C1=CC=C(C=C1)Cl)SC (cis-4,5-bis-(4-Chlorophenyl)-2-methylthio-4,5-dihydro-1H-imidazole hydroiodide). Yield: 75.3%. Reaction SMILES: [Cl:1][C:2]1[CH:7]=[CH:6][C:5]([C@H:8]2[C@@H:12]([C:13]3[CH:18]=[CH:17][C:16]([Cl:19])=[CH:15][CH:14]=3)[NH:11][C:10](=[S:20])[NH:9]2)=[CH:4][CH:3]=1.[CH3:21][I:22]>CCO>[IH:22].[Cl:19][C:16]1[CH:17]=[CH:18][C:13]([C@H:12]2[C@@H:8]([C:5]3[CH:4]=[CH:3][C:2]([Cl:1])=[CH:7][CH:6]=3)[NH:9][C:10]([S:20][CH3:21])=[N:11]2)=[CH:14][CH:15]=1 |f:3.4|. Procedure: A mixture of cis-4,5-bis-(4-chlorophenyl)imidazolidine-2-thione (34) (30 g, 0.0928 mol) and methyl iodide (11.5 mL, 0.186 mol) in abs. EtOH (100 mL) is heated at 90° C. for 8 h. The reaction mixture is cooled to rt, concentrated in vacuo, and the residue triturated with abs EtOH. The insoluble material is filtered to give 32.5 g of the product 51. Starting materials: OC=CC(=O)C1(CC(C1)CC)C (1-hydroxy-3-(3-ethyl-1-methylcyclobutyl)-prop-1-en-3-one), S(=O)(Cl)Cl (thionyl chloride). Solvent: C1=CC=CC=C1 (benzene), C1=CC=CC=C1 (benzene). Conditions: time 15 hour. The product is Cl\C=C\C(=O)C1(CC(C1)CC)C (trans-1-Chloro-3-(3-ethyl-1-methylcyclobutyl)-prop-1-en-3-one). As a reaction SMILES: O[CH:2]=[CH:3][C:4]([C:6]1([CH3:12])[CH2:9][CH:8]([CH2:10][CH3:11])[CH2:7]1)=[O:5].S(Cl)([Cl:15])=O>C1C=CC=CC=1>[Cl:15]/[CH:2]=[CH:3]/[C:4]([C:6]1([CH3:12])[CH2:9][CH:8]([CH2:10][CH3:11])[CH2:7]1)=[O:5]. Reported procedure: A solution of 5.8 g of 1-hydroxy-3-(3-ethyl-1-methylcyclobutyl)-prop-1-en-3-one (prepared in Example 4A) in 100 ml of benzene was stirred under an argon atmosphere and 7 ml of thionyl chloride in 10 ml of benzene was added dropwise. The resulting solution was stirred for about 15 hr. Excess solvent was removed by distillation at atmospheric pressure and the residue was then distilled in vacuo to yield 4.2 g of the title compound having the following physical characteristics: Starting materials: [Al+3], CC(=O)Cl, [Cl-], [Cl-], [Cl-], Cc1cc2c(Cl)cc(F)c(-n3c(=O)cc(C(F)(F)F)n(C)c3=O)c2o1, Cl, C[N+](=O)[O-]. Product: CC(=O)c1c(C)oc2c(-n3c(=O)cc(C(F)(F)F)n(C)c3=O)c(F)cc(Cl)c12. RXN SMILES: [Al+3:27].[CH3:30][C:31]([Cl:32])=[O:33].[Cl-:26].[Cl-:28].[Cl-:29].[Cl:1][c:2]1[cH:3][c:4]([F:25])[c:5](-[n:12]2[c:13](=[O:24])[n:14]([CH3:23])[c:15]([C:19]([F:20])([F:21])[F:22])[cH:16][c:17]2=[O:18])[c:6]2[c:7]1[cH:8][c:9]([CH3:11])[o:10]2.[ClH:34].[N+:35]([CH3:36])([O-:37])=[O:38]>>[Cl:1][c:2]1[cH:3][c:4]([F:25])[c:5](-[n:12]2[c:13](=[O:24])[n:14]([CH3:23])[c:15]([C:19]([F:20])([F:21])[F:22])[cH:16][c:17]2=[O:18])[c:6]2[c:7]1[c:8]([C:31]([CH3:30])=[O:33])[c:9]([CH3:11])[o:10]2.